describe an organic reaction: reactants, conditions, products, and yield From a dataset of the Open Reaction Database (ORD), a public repository of structured organic reaction records. Reactants: C(C)(C)(C)OC(NC1=NN(C(=C1)C1=NC=CC=C1)C)=O ((1-methyl-5-pyridin-2-yl-1H-pyrazole-3-yl)-carbamic acid tert-butyl ester), Cl (HCl). Solvent: O1CCOCC1 (dioxane), O1CCOCC1 (dioxane). Run at time 8 hour. The product is CN1N=C(C=C1C1=NC=CC=C1)N (1-Methyl-5-pyridin-2-yl-1H-pyrazole-3-ylamine). The yield is 97.6%. As a reaction SMILES: C(OC(=O)[NH:7][C:8]1[CH:12]=[C:11]([C:13]2[CH:18]=[CH:17][CH:16]=[CH:15][N:14]=2)[N:10]([CH3:19])[N:9]=1)(C)(C)C.Cl>O1CCOCC1>[CH3:19][N:10]1[C:11]([C:13]2[CH:18]=[CH:17][CH:16]=[CH:15][N:14]=2)=[CH:12][C:8]([NH2:7])=[N:9]1. Reported procedure: A solution of (1-methyl-5-pyridin-2-yl-1H-pyrazole-3-yl)-carbamic acid tert-butyl ester (82 mg, 0.30 mmol) in dioxane (0.85 ml) was treated with 4M HCl in dioxane (0.85 ml) and the resulting suspension was stirred at ambient temperature overnight. The reaction mixture was extracted with ethyl acetate and the combined organic phases were washed with aqueous sodium bicarbonate solution and brine. The ethyl acetate phase was dried and the solvent was evaporated to yield the product as light brown v... Starting materials: C[Si](C)(C)CCOC(=O)c1c(N)ccc2ccccc12, Cc1ccccc1, CN(C)c1ccncc1, CCOC(C)=O, O=C(Cl)Cl, OCc1cc2cc(-c3ccccc3)ccc2o1, c1ccncc1. Product: C[Si](C)(C)CCOC(=O)c1c(NC(=O)OCc2cc3cc(-c4ccccc4)ccc3o2)ccc2ccccc12. As a reaction SMILES: [CH3:1][Si:2]([CH2:3][CH2:4][O:5][C:6](=[O:7])[c:8]1[c:9]([NH2:18])[cH:10][cH:11][c:12]2[cH:13][cH:14][cH:15][cH:16][c:17]12)([CH3:19])[CH3:20].[CH3:48][c:49]1[cH:50][cH:51][cH:52][cH:53][cH:54]1.[CH3:55][N:56]([CH3:57])[c:58]1[cH:59][cH:60][n:61][cH:62][cH:63]1.[CH3:64][CH2:65][O:66][C:67]([CH3:68])=[O:69].[Cl:27][C:28]([Cl:29])=[O:30].[c:31]1(-[c:37]2[cH:38][cH:39][c:40]3[c:41]([cH:42][c:43]([CH2:45][OH:46])[o:44]3)[cH:47]2)[cH:32][cH:33][cH:34][cH:35][cH:36]1.[cH:21]1[cH:22][cH:23][n:24][cH:25][cH:26]1>>[CH3:1][Si:2]([CH2:3][CH2:4][O:5][C:6](=[O:7])[c:8]1[c:9]([NH:18][C:28](=[O:30])[O:46][CH2:45][c:43]2[cH:42][c:41]3[c:40]([cH:39][cH:38][c:37](-[c:31]4[cH:32][cH:33][cH:34][cH:35][cH:36]4)[cH:47]3)[o:44]2)[cH:10][cH:11][c:12]2[cH:13][cH:14][cH:15][cH:16][c:17]12)([CH3:19])[CH3:20]. Reported procedure: To a solution of 12 g of indole in 100 ml of dimethyl sulfoxide was added 6.5 g of sodium hydride at room temperature. The mixture was stirred at the same temperature for 1 hour, and 20 ml of bromoacetaldehyde diethyl acetal was added thereto, followed by further stirring at 50° C. for 1 hour. After cooling, the reaction mixture was poured into water, and the product was extracted with ethyl ether. The organic layer was dried over anhydrous magnesium sulfate and concentrated to give 23 g of the ... Reaction conditions: time 1 hour. Product: C(C)OC(CN1C=CC2=CC=CC=C12)OCC (1-(2,2-Diethoxyethyl)indole). The reactants are N1C=CC2=CC=CC=C12 (indole), [H-].[Na+] (sodium hydride), O (water), C(C)OC(CBr)OCC (bromoacetaldehyde diethyl acetal). As a reaction SMILES: [NH:1]1[C:9]2[C:4](=[CH:5][CH:6]=[CH:7][CH:8]=2)[CH:3]=[CH:2]1.[H-].[Na+].[CH2:12]([O:14][CH:15]([O:18][CH2:19][CH3:20])[CH2:16]Br)[CH3:13].O>CS(C)=O>[CH2:12]([O:14][CH:15]([O:18][CH2:19][CH3:20])[CH2:16][N:1]1[C:9]2[C:4](=[CH:5][CH:6]=[CH:7][CH:8]=2)[CH:3]=[CH:2]1)[CH3:13] |f:1.2|. Run in CS(=O)C (dimethyl sulfoxide). Starting materials: CC(C)C[AlH]CC(C)C, CO, Cc1ccccc1, N#Cc1ccc(Cl)nc1, O=S(=O)(O)O. Yields the product O=Cc1ccc(Cl)nc1. As a reaction SMILES: [CH3:10][CH:11]([CH2:12][AlH:13][CH2:14][CH:15]([CH3:16])[CH3:17])[CH3:18].[CH3:19][OH:20].[CH3:26][c:27]1[cH:28][cH:29][cH:30][cH:31][cH:32]1.[Cl:1][c:2]1[n:3][cH:4][c:5]([C:8]#[N:9])[cH:6][cH:7]1.[S:21]([OH:22])(=[O:23])(=[O:24])[OH:25]>>[Cl:1][c:2]1[n:3][cH:4][c:5]([CH:8]=[O:22])[cH:6][cH:7]1.